This data is from the Open Reaction Database (ORD), a public repository of structured organic reaction records. The task is: describe an organic reaction: reactants, conditions, products, and yield Reactants: ClC1=C(C(=C(C(=O)O)C=C1)[N+](=O)[O-])NC (4-chloro-3-(methylamino)-2-nitrobenzoic acid), CC1CC(CC(C1)=O)=O (5-methylcyclohexane-1,3-dione), Cl.CN(CCCN=C=NCC)C (N-(3-dimethylaminopropyl)-N′-ethylcarbodiimide hydrochloride). The reagents and catalysts are CN(C1=CC=NC=C1)C (4-(dimethylamino)pyridine). The solvent is C(Cl)Cl (methylene dichloride). Conditions: time 8 hour. Product: NC=1C(=C(C(=O)OC2=CC(CC(C2)C)=O)C=CC1Cl)[N+](=O)[O-] (5-methyl-3-oxocyclohex-1-en-1-yl 3-amino-4-chloro-2-nitrobenzoate). Reaction SMILES: [Cl:1][C:2]1[CH:10]=[CH:9][C:5]([C:6]([OH:8])=[O:7])=[C:4]([N+:11]([O-:13])=[O:12])[C:3]=1[NH:14]C.[CH3:16][CH:17]1[CH2:22][C:21](=[O:23])[CH2:20][C:19](=O)[CH2:18]1.Cl.CN(C)CCCN=C=NCC>CN(C)C1C=CN=CC=1.C(Cl)Cl>[NH2:14][C:3]1[C:4]([N+:11]([O-:13])=[O:12])=[C:5]([CH:9]=[CH:10][C:2]=1[Cl:1])[C:6]([O:8][C:19]1[CH2:18][CH:17]([CH3:16])[CH2:22][C:21](=[O:23])[CH:20]=1)=[O:7] |f:2.3|. Procedure details: 250 mg (1.1 mmol) of 4-chloro-3-(methylamino)-2-nitrobenzoic acid, 410.3 mg (3.3 mmol) of 5-methylcyclohexane-1,3-dione, 275.7 mg (1.4 mmol) of N-(3-dimethylaminopropyl)-N′-ethylcarbodiimide hydrochloride and 13.5 mg (0.1 mmol) of 4-(dimethylamino)pyridine were dissolved in 6 ml of methylene dichloride and stirred at RT for 8 h. This was followed by washing with water and saturated NaHCO3 solution, after which the organic phase was dried over MgSO4 and then the whole was filtered through a small... Starting materials: ClC=1C(=C(C(=C2C(C(=CN(C12)C1CC1)C(=O)O)=O)C)F)F (8-chloro-1-cyclopropyl-6,7-difluoro-1,4-dihydro-5-methyl-4-oxo-3-quinolinecarboxylic acid), N1CCNCC1 (piperazine). The solvent is C(C)#N (acetonitrile). Reaction conditions: time 8 hour. The product is ClC=1C(=C(C(=C2C(C(=CN(C12)C1CC1)C(=O)O)=O)C)F)N1CCNCC1 (8-Chloro-1-cyclopropyl-6-fluoro-1,4-dihydro-5-methyl-4-oxo-7-(1-piperazinyl)-3-quinolinecarboxylic acid). Yield: 69.6%. RXN SMILES: [Cl:1][C:2]1[C:3](F)=[C:4]([F:20])[C:5]([CH3:19])=[C:6]2[C:11]=1[N:10]([CH:12]1[CH2:14][CH2:13]1)[CH:9]=[C:8]([C:15]([OH:17])=[O:16])[C:7]2=[O:18].[NH:22]1[CH2:27][CH2:26][NH:25][CH2:24][CH2:23]1>C(#N)C>[Cl:1][C:2]1[C:3]([N:22]2[CH2:27][CH2:26][NH:25][CH2:24][CH2:23]2)=[C:4]([F:20])[C:5]([CH3:19])=[C:6]2[C:11]=1[N:10]([CH:12]1[CH2:14][CH2:13]1)[CH:9]=[C:8]([C:15]([OH:17])=[O:16])[C:7]2=[O:18]. Procedure: A suspension of 0.38 g (1.21 mmol) of 8-chloro-1-cyclopropyl-6,7-difluoro-1,4-dihydro-5-methyl-4-oxo-3-quinolinecarboxylic acid, 0.42 g (4.88 mmol) of piperazine and 20 mL of acetonitrile was refluxed for 4 hours, and then stirred at room temperature overnight. The precipitate was collected by filtration, washed with water and acetonitrile, and dried in vacuo to give 0.32 g of the title compound, mp 234°-235° C. As a reaction SMILES: [O:1]=[C:2]1[C:11]2[C:10]([C:12]([OH:14])=O)=[CH:9][O:8][C:7]=2[CH2:6][CH2:5][CH2:4][CH2:3]1.[CH3:15][O:16][C:17]1[CH:23]=[CH:22][C:20]([NH2:21])=[CH:19][CH:18]=1>>[CH3:15][O:16][C:17]1[CH:23]=[CH:22][C:20]([NH:21][C:12]([C:10]2[C:11]3[C:2](=[O:1])[CH2:3][CH2:4][CH2:5][CH2:6][C:7]=3[O:8][CH:9]=2)=[O:14])=[CH:19][CH:18]=1. The product is COC1=CC=C(C=C1)NC(=O)C=1C2=C(OC1)CCCCC2=O (4-Oxo-5,6,7,8-tetrahydro-4H-cyclohepta[b]furan-3-carboxylic acid-(4-methoxy-phenyl)-amide). Reported procedure: Starting from 4-oxo-5,6,7,8-tetrahydro-4H-cylohepta[b]furan-3-carboxylic acid and 4-methoxyaniline, General Procedure B provided the title compound: Reactants: O=C1CCCCC=2OC=C(C21)C(=O)O (4-oxo-5,6,7,8-tetrahydro-4H-cylohepta[b]furan-3-carboxylic acid), COC1=CC=C(N)C=C1 (4-methoxyaniline). Reactants: C(C1=CC=CC=C1)OC(C[C@@H](C(NCCCCCCCCCCCCCC)=O)NC(CCCCCNC(CCCCCNS(=O)(=O)C)=O)=O)=O ((S)-3-[6-(6-methanesulfonamidohexanamido)hexanamido]-3-tetradecylcarbamoylpropionic acid benzyl ester). The solvent is CO (methanol). Yields the product CS(=O)(=O)NCCCCCC(=O)NCCCCCC(=O)N[C@@H](CC(=O)O)C(NCCCCCCCCCCCCCC)=O ((S)-3-[6-(6-methanesulfonamidohexanamido)hexanamido]-3-tetradecylcarbamoylpropionic acid). The yield is 359.0%. Reaction SMILES: C([O:8][C:9](=[O:50])[CH2:10][C@H:11]([NH:29][C:30](=[O:49])[CH2:31][CH2:32][CH2:33][CH2:34][CH2:35][NH:36][C:37](=[O:48])[CH2:38][CH2:39][CH2:40][CH2:41][CH2:42][NH:43][S:44]([CH3:47])(=[O:46])=[O:45])[C:12](=[O:28])[NH:13][CH2:14][CH2:15][CH2:16][CH2:17][CH2:18][CH2:19][CH2:20][CH2:21][CH2:22][CH2:23][CH2:24][CH2:25][CH2:26][CH3:27])C1C=CC=CC=1>CO>[CH3:47][S:44]([NH:43][CH2:42][CH2:41][CH2:40][CH2:39][CH2:38][C:37]([NH:36][CH2:35][CH2:34][CH2:33][CH2:32][CH2:31][C:30]([NH:29][C@H:11]([C:12](=[O:28])[NH:13][CH2:14][CH2:15][CH2:16][CH2:17][CH2:18][CH2:19][CH2:20][CH2:21][CH2:22][CH2:23][CH2:24][CH2:25][CH2:26][CH3:27])[CH2:10][C:9]([OH:50])=[O:8])=[O:49])=[O:48])(=[O:46])=[O:45]. Procedure details: 35 mg of the ester compound thus obtained was dissolved in 10 ml of methanol and after treating the mixture in the same manner as in Example 26, 110 mg of (S)-3-[6-(6-methanesulfonamidohexanamido)hexanamido]-3-tetradecylcarbamoylpropionic acid was obtained. The reactants are COC=1C=C(C=CC1[N+](=O)[O-])N1CCN(CC1)S(=O)(=O)C (1-[3-(Methyloxy)-4-nitrophenyl]-4-(methylsulfonyl)piperazine), [BH4-].[Na+] (NaBH4), CO (MeOH), [BH4-].[Na+] (NaBH4). The reagents and catalysts are O.O.O.O.O.O.[Ni](Cl)Cl (Nickle(II)chloride hexahydrate). The solvent is C1CCOC1 (THF). Product: COC1=C(N)C=CC(=C1)N1CCN(CC1)S(=O)(=O)C (2-(methyloxy)-4-[4-(methylsulfonyl)-1-piperazinyl]aniline). Reaction SMILES: [CH3:1][O:2][C:3]1[CH:4]=[C:5]([N:12]2[CH2:17][CH2:16][N:15]([S:18]([CH3:21])(=[O:20])=[O:19])[CH2:14][CH2:13]2)[CH:6]=[CH:7][C:8]=1[N+:9]([O-])=O.CO.[BH4-].[Na+]>C1COCC1.O.O.O.O.O.O.[Ni](Cl)Cl>[CH3:1][O:2][C:3]1[CH:4]=[C:5]([N:12]2[CH2:17][CH2:16][N:15]([S:18]([CH3:21])(=[O:20])=[O:19])[CH2:14][CH2:13]2)[CH:6]=[CH:7][C:8]=1[NH2:9] |f:2.3,5.6.7.8.9.10.11|. Procedure details: 1-[3-(Methyloxy)-4-nitrophenyl]-4-(methylsulfonyl)piperazine (1.09 g, 3.46 mmol) was suspended in 5 mL THF and 10 mL MeOH in a 100 mL round bottom flask. Nickle(II)chloride hexahydrate (0.247 g, 1.04 mmol) was added followed by slow addition of NaBH4 (0.392 g, 10.38 mmol). TLC analysis indicated reaction complete after addition of NaBH4. Reaction mixture was adsorbed on SiO2 and purified via column chromatography using a gradient of 0-10% MeOH in DCM. Fractions were combined and rotovapped to gi... Reported procedure: Into the same reactor as in Example 1 were charged 1.5 mg of palladium acetate, 0.83 g of 1,3-diiodo-5,5-dimethylhydantoin, 1.0 g of methyl 2-(1,1-dimethyl-2-methylsulfinylethylaminocarbonyl)benzoate and 5 ml of N-methylpyrrolidone. The mixture thus obtained was heated with stirring at 90° C. for 2 hours. After completion of the reaction, the reaction mixture was cooled to room temperature and poured into water, and the objective product was extracted with ethyl acetate. The organic layer was wa... Product: IC=1C(=C(C(=O)OC)C=CC1)C(=O)NC(CS(=O)C)(C)C (methyl 3-iodo-2-(1,1-dimethyl-2-methylsulfinylethylaminocarbonyl)-benzoate). Reactants: IN1C(=O)N(C(=O)C1(C)C)I (1,3-diiodo-5,5-dimethylhydantoin), CC(CS(=O)C)(C)NC(=O)C1=C(C(=O)OC)C=CC=C1 (methyl 2-(1,1-dimethyl-2-methylsulfinylethylaminocarbonyl)benzoate), CN1C(CCC1)=O (N-methylpyrrolidone). The solvent is O (water). Isolated yield 137.3%. Conditions: temperature 90 celsius, time 2 hour. Reagents/catalysts: C(C)(=O)[O-].[Pd+2].C(C)(=O)[O-] (palladium acetate). As a reaction SMILES: [I:1]N1C(C)(C)C(=O)N(I)C1=O.[CH3:12][C:13]([NH:19][C:20]([C:22]1[CH:31]=[CH:30][CH:29]=[CH:28][C:23]=1[C:24]([O:26][CH3:27])=[O:25])=[O:21])([CH3:18])[CH2:14][S:15]([CH3:17])=[O:16].CN1CCCC1=O>C([O-])(=O)C.[Pd+2].C([O-])(=O)C.O>[I:1][C:31]1[C:22]([C:20]([NH:19][C:13]([CH3:12])([CH3:18])[CH2:14][S:15]([CH3:17])=[O:16])=[O:21])=[C:23]([CH:28]=[CH:29][CH:30]=1)[C:24]([O:26][CH3:27])=[O:25] |f:3.4.5|. Reactants: CC#N, Cn1c(C(F)(F)F)cc(=O)n(-c2c(F)cc(Cl)c3c2OCCC3)c1=O, [K+], [K+], O, O=S(=O)([O-])OOS(=O)(=O)[O-]. Product: Cn1c(C(F)(F)F)cc(=O)n(-c2c(F)cc(Cl)c3c2OCC(=O)C3)c1=O. RXN SMILES: [CH3:38][C:39]#[N:40].[Cl:1][c:2]1[cH:3][c:4]([F:25])[c:5](-[n:12]2[c:13](=[O:24])[n:14]([CH3:23])[c:15]([C:19]([F:20])([F:21])[F:22])[cH:16][c:17]2=[O:18])[c:6]2[c:7]1[CH2:8][CH2:9][CH2:10][O:11]2.[K+:36].[K+:37].[OH2:41].[S:26](=[O:27])([O:28][O:29][S:30]([O-:31])(=[O:32])=[O:33])([O-:34])=[O:35]>>[Cl:1][c:2]1[cH:3][c:4]([F:25])[c:5](-[n:12]2[c:13](=[O:24])[n:14]([CH3:23])[c:15]([C:19]([F:20])([F:21])[F:22])[cH:16][c:17]2=[O:18])[c:6]2[c:7]1[CH2:8][C:9](=[O:27])[CH2:10][O:11]2. Reactants: ( II ), S(=O)(=O)(OC)[O-] (methyl sulfate), C(CCC)N1C(OC(NC1=O)=O)=O.C(CCC)[N+](CC1=CC=CC=C1)(CCCC)CCCC (tributylbenzylammonium 3-butyl-1,3,5-oxadiazine-2,4,6-trione). The product is C(CCC)N1C(OC(N(C1=O)C)=O)=O (3-butyl-5-methyl-1,3,5-oxadiazine-2,4,6-trione). Yield: 81.0%. Reaction SMILES: S([O-])(O[CH3:5])(=O)=O.[CH2:7]([N:11]1[C:16](=[O:17])[NH:15][C:14](=[O:18])[O:13][C:12]1=[O:19])[CH2:8][CH2:9][CH3:10].C([N+](CCCC)(CCCC)CC1C=CC=CC=1)CCC>>[CH2:7]([N:11]1[C:16](=[O:17])[N:15]([CH3:5])[C:14](=[O:18])[O:13][C:12]1=[O:19])[CH2:8][CH2:9][CH3:10] |f:1.2|. Reported procedure: The process described in example 14 is carried out without distillation of the solvent. 72 g of methyl sulfate (0.57 mole) are added to the solution of the salt of tributylbenzylammonium 3-butyl-1,3,5-oxadiazine-2,4,6-trione. The solvent is evaporated after 5 hours of reaction at 25° C. The solid residue is washed with water and with carbon tetrachloride. 88 g of 3-butyl-5-methyl-1,3,5-oxadiazine-2,4,6-trione (yield: 81%) of the formula (II) are obtained.